From a dataset of the Open Reaction Database (ORD), a public repository of structured organic reaction records. describe an organic reaction: reactants, conditions, products, and yield Reactants: CC(C)C(=O)Cl, CC(C)(C)c1cc(N)no1, c1ccncc1. Product: CC(C)C(=O)Nc1cc(C(C)(C)C)on1. RXN SMILES: [C:11]([CH:12]([CH3:13])[CH3:14])(=[O:15])[Cl:16].[NH2:1][c:2]1[n:3][o:4][c:5]([C:7]([CH3:8])([CH3:9])[CH3:10])[cH:6]1.[cH:17]1[cH:18][cH:19][n:20][cH:21][cH:22]1>>[NH:1]([c:2]1[n:3][o:4][c:5]([C:7]([CH3:8])([CH3:9])[CH3:10])[cH:6]1)[C:11]([CH:12]([CH3:13])[CH3:14])=[O:15]. Starting materials: CCOC(=O)c1sc(NC(=O)c2ccncc2)nc1C, CO, [Na+], [OH-], O. Yields the product Cc1nc(NC(=O)c2ccncc2)sc1C(=O)O. Reaction SMILES: [C:1]([c:2]1[cH:3][cH:4][n:5][cH:6][cH:7]1)(=[O:8])[NH:9][c:10]1[s:11][c:12]([C:16](=[O:17])[O:18][CH2:19][CH3:20])[c:13]([CH3:15])[n:14]1.[CH3:23][OH:24].[Na+:22].[OH-:21].[OH2:25]>>[C:1]([c:2]1[cH:3][cH:4][n:5][cH:6][cH:7]1)(=[O:8])[NH:9][c:10]1[s:11][c:12]([C:16](=[O:17])[OH:18])[c:13]([CH3:15])[n:14]1. Reactants: OC1=C(C=CC=C1)CCC(C)(O)C (4-(2-hydroxyphenyl)-2-methyl-2-butanol), OC1=C(C=CC=C1)CCC(C)(O)C (4-(2-hydroxyphenyl)-2-methyl-2-butanol), OS(=O)(=O)O (H2SO4). The solvent is O (water), O (water). Yields the product CC1(OC2=CC=CC=C2CC1)C (2,2-Dimethylchroman). RXN SMILES: O[C:2]1[CH:7]=[CH:6][CH:5]=[CH:4][C:3]=1[CH2:8][CH2:9][C:10]([CH3:13])([OH:12])[CH3:11].OS(O)(=O)=O>O>[CH3:11][C:10]1([CH3:13])[CH2:9][CH2:8][C:3]2[C:4](=[CH:5][CH:6]=[CH:7][CH:2]=2)[O:12]1. Reported procedure: A mixture of 16 g (89 mmol) of 4-(2-hydroxyphenyl)-2-methyl-2-butanol, (Compound 55), 40 ml of conc. H2SO4 and 160 ml of water was heated at reflux for 4 hours. The mixture was cooled, diluted with 300 ml of water and extracted with 2×100 ml of hexane. The organic extracts were combined, washed successively with water and saturated NaCl solution and then dried. The solution was then filtered and the filtrate concentrated in-vacuo to give the title compound as a yellow oil. PMR (CDCl3) : & 1.32 (...